This data is from the Open Reaction Database (ORD), a public repository of structured organic reaction records. The task is: describe an organic reaction: reactants, conditions, products, and yield Starting materials: CC(C)(C)C(=O)CBr, ClCCCl, CCc1nccn1N=Cc1ccccc1. Yields the product [Br-], CCc1n(CC(=O)C(C)(C)C)cc[n+]1N=Cc1ccccc1. RXN SMILES: [Br:16][CH2:17][C:18]([C:19]([CH3:20])([CH3:21])[CH3:22])=[O:23].[CH2:24]([Cl:25])[CH2:26][Cl:27].[CH:1]([c:2]1[cH:3][cH:4][cH:5][cH:6][cH:7]1)=[N:8][n:9]1[c:10]([CH2:14][CH3:15])[n:11][cH:12][cH:13]1>>[Br-:16].[CH:1]([c:2]1[cH:3][cH:4][cH:5][cH:6][cH:7]1)=[N:8][n+:9]1[c:10]([CH2:14][CH3:15])[n:11]([CH2:17][C:18]([C:19]([CH3:20])([CH3:21])[CH3:22])=[O:23])[cH:12][cH:13]1. Reactants: NC1=CC=C(CC2=NC=3N(C(N(C(C3N2)=O)CC2=C(C=CC=C2)F)=O)CC2CC2)C=C1 (8-(4-amino-benzyl)-3-cyclopropylmethyl-1-(2-fluoro-benzyl)-3,7-dihydro-purine-2,6-dione), CN1N=CC(=C1)C(=O)O (1-methyl-1H-pyrazole-4-carboxylic acid), C(C)(C)N(C(C)C)CC (N,N-diisopropylethylamine), N′N′-tetramethyluronium hexafluorophosphate. Run in CN(C=O)C (N,N-dimethylformamide). Run at temperature 25 celsius, time 18 hour. The product is C1(CC1)CN1C(N(C(C=2NC(=NC12)CC1=CC=C(C=C1)NC(=O)C=1C=NN(C1)C)=O)CC1=C(C=CC=C1)F)=O (1-methyl-1H-pyrazole-4-carboxylic acid {4-[3-cyclopropylmethyl-1-(2-fluoro-benzyl)-2,6-dioxo-2,3,6,7-tetrahydro-1H-purin-8-ylmethyl]-phenyl}-amide). The yield is 21.3%. As a reaction SMILES: [NH2:1][C:2]1[CH:31]=[CH:30][C:5]([CH2:6][C:7]2[NH:15][C:14]3[C:13](=[O:16])[N:12]([CH2:17][C:18]4[CH:23]=[CH:22][CH:21]=[CH:20][C:19]=4[F:24])[C:11](=[O:25])[N:10]([CH2:26][CH:27]4[CH2:29][CH2:28]4)[C:9]=3[N:8]=2)=[CH:4][CH:3]=1.[CH3:32][N:33]1[CH:37]=[C:36]([C:38](O)=[O:39])[CH:35]=[N:34]1.C(N(CC)C(C)C)(C)C>CN(C)C=O>[CH:27]1([CH2:26][N:10]2[C:9]3[N:8]=[C:7]([CH2:6][C:5]4[CH:4]=[CH:3][C:2]([NH:1][C:38]([C:36]5[CH:35]=[N:34][N:33]([CH3:32])[CH:37]=5)=[O:39])=[CH:31][CH:30]=4)[NH:15][C:14]=3[C:13](=[O:16])[N:12]([CH2:17][C:18]3[CH:23]=[CH:22][CH:21]=[CH:20][C:19]=3[F:24])[C:11]2=[O:25])[CH2:28][CH2:29]1. Procedure details: A solution of 8-(4-amino-benzyl)-3-cyclopropylmethyl-1-(2-fluoro-benzyl)-3,7-dihydro-purine-2,6-dione (50 mg, 0.12 mmol) in N,N-dimethylformamide at 25° C. was treated with a solution of 1-methyl-1H-pyrazole-4-carboxylic acid (15 mg, 0.12 mmol), O-benzotriazol-1-yl-N,N.N′N′-tetramethyluronium hexafluorophosphate (49.7 mg, 0.13 mmol), and N,N-diisopropylethylamine (62 μL, 0.36 mmol). The resulting solution was stirred at 25° C. for 18 h. At this time, the reaction was concentrated in vacuo. The r... Starting materials: C1[C@@H](CC[C@H](C1)C(=O)O)CN (tranexamic acid), C(CC)(=O)OC(C(C)C)OC(=O)ON1C(CCC1=O)=O (1-[(2,5-dioxopyrrolidinyl)oxycarbonyloxy]-2-methylpropyl propanoate). Solvent: CC(C)(C)OC.CC(=O)C.O (MTBE acetone water). Yields the product C(CC)(=O)OC(C(C)C)OC(=O)NC[C@@H]1CC[C@H](CC1)C(=O)O (trans-4-{[1-(Propanoyloxy)-2-methylpropoxycarbonyl]aminomethyl}-Cyclohexanecarboxylic Acid). Yield: 26.6%. As a reaction SMILES: [CH2:1]1[CH2:6][C@H:5]([C:7]([OH:9])=[O:8])[CH2:4][CH2:3][C@H:2]1[CH2:10][NH2:11].[C:12]([O:16][CH:17]([O:21][C:22](ON1C(=O)CCC1=O)=[O:23])[CH:18]([CH3:20])[CH3:19])(=[O:15])[CH2:13][CH3:14]>CC(OC)(C)C.CC(C)=O.O>[C:12]([O:16][CH:17]([O:21][C:22]([NH:11][CH2:10][C@H:2]1[CH2:3][CH2:4][C@H:5]([C:7]([OH:9])=[O:8])[CH2:6][CH2:1]1)=[O:23])[CH:18]([CH3:19])[CH3:20])(=[O:15])[CH2:13][CH3:14] |f:2.3.4|. Procedure details: Following the general nucleophilic carbamoylation procedure, tranexamic acid (250 mg, 1.6 mmol) and 1-[(2,5-dioxopyrrolidinyl)oxycarbonyloxy]-2-methylpropyl propanoate (230 mg, 0.80 mmol) were reacted in the MTBE/acetone/water mixture (16 mL) to yield the title compound 41 (70 mg, 21% yield) as a white powder after work-up and mass-guided preparative HPLC purification. 1H NMR (400 MHz, DMSO-d6): δ=0.85-0.92 (m, 8H), 1.08 (t, J=7.2 Hz, 3H), 1.17-1.32 (br. m, 3H), 1.68 (d, J=12 Hz, 2H), 1.85-1.96 ...